From a dataset of the Open Reaction Database (ORD), a public repository of structured organic reaction records. describe an organic reaction: reactants, conditions, products, and yield The reactants are N (ammonia), N(=[N+]=[N-])C([C@@H]1[C@H](C[C@@H](O1)N1C(=O)NC(=O)C(=C1)Br)O)O (5'-azido-5-bromo-2'-deoxyuridine), C1(=CC=CC=C1)P(C1=CC=CC=C1)C1=CC=CC=C1 (triphenyl phosphine). The solvent is N1=CC=CC=C1 (pyridine). Yields the product 5'-azido, BrC=1C(NC(N([C@H]2C[C@H](O)[C@@H](CO)O2)C1)=O)=O (5-bromo-2'-deoxy uridine), NC([C@@H]1[C@H](C[C@@H](O1)N1C(=O)NC(=O)C(=C1)Br)O)O (5'-amino-5-bromo-2'-deoxyuridine). As a reaction SMILES: [N:1]([CH:4]([OH:20])[C@H:5]1[O:9][C@@H:8]([N:10]2[CH:17]=[C:16]([Br:18])[C:14](=[O:15])[NH:13][C:11]2=[O:12])[CH2:7][C@@H:6]1[OH:19])=[N+]=[N-].C1(P(C2C=CC=CC=2)C2C=CC=CC=2)C=CC=CC=1.N>N1C=CC=CC=1>[Br:18][C:16]1[C:14](=[O:15])[NH:13][C:11](=[O:12])[N:10]([CH:17]=1)[C@@H:8]1[O:9][C@H:5]([CH2:4][OH:20])[C@@H:6]([OH:19])[CH2:7]1.[NH2:1][CH:4]([OH:20])[C@H:5]1[O:9][C@@H:8]([N:10]2[CH:17]=[C:16]([Br:18])[C:14](=[O:15])[NH:13][C:11]2=[O:12])[CH2:7][C@@H:6]1[OH:19]. Procedure details: The 5'-azido derivative of 5-bromo-2'-deoxy uridine is prepared via the method described above. The 5'-azido-5-bromo-2'-deoxyuridine (1 mmol) is treated with triphenyl phosphine (1.5 mmol) in pyridine at room temperature for 2 h. Concentrated ammonia (1 ml) is added to the reaction vessel. After 14 h the solvent is removed under vacuum. The residue is dissolved in THF and this solution is added to hexanes. The precipitate is collected and the solid triturated with the appropriate solvent to affo... Procedure details: To a suspension of NaH (60%, 245 mg) in THF (dry) (15 mL) was added 2-chloroethanesulfonyl chloride (0.386 mL) at 0° C. and the mixture was stirred for 5 min at the same temperature. A solution of 3-(4-(4-fluoro-3-methylphenoxy)phenyl)pyridin-2-amine (360 mg) in THF (dry) (20 mL) was added at 0° C. and the mixture was stirred at room temperature for 5 hr. The mixture was quenched with water at 0° C. Water, EtOAc and IPE were added and the precipitates were collected, washed with water/EtOAc, dri... Product: FC1=C(C=C(OC2=CC=C(C=C2)C2=CC=CN3C2=NS(CC3)(=O)=O)C=C1)C (9-[4-(4-fluoro-3-methylphenoxy)phenyl]-3,4-dihydropyrido[2,1-c][1,2,4]thiadiazine 2,2-dioxide). Solvent: C1CCOC1 (THF), C1CCOC1 (THF). Reactants: ClCCS(=O)(=O)Cl (2-chloroethanesulfonyl chloride), [H-].[Na+] (NaH), FC1=C(C=C(OC2=CC=C(C=C2)C=2C(=NC=CC2)N)C=C1)C (3-(4-(4-fluoro-3-methylphenoxy)phenyl)pyridin-2-amine). As a reaction SMILES: [H-].[Na+].Cl[CH2:4][CH2:5][S:6](Cl)(=[O:8])=[O:7].[F:10][C:11]1[CH:30]=[CH:29][C:14]([O:15][C:16]2[CH:21]=[CH:20][C:19]([C:22]3[C:23]([NH2:28])=[N:24][CH:25]=[CH:26][CH:27]=3)=[CH:18][CH:17]=2)=[CH:13][C:12]=1[CH3:31]>C1COCC1>[F:10][C:11]1[CH:30]=[CH:29][C:14]([O:15][C:16]2[CH:17]=[CH:18][C:19]([C:22]3[C:23]4=[N:28][S:6](=[O:8])(=[O:7])[CH2:5][CH2:4][N:24]4[CH:25]=[CH:26][CH:27]=3)=[CH:20][CH:21]=2)=[CH:13][C:12]=1[CH3:31] |f:0.1|. Reaction conditions: time 5 minute. The reactants are FC(=C(C(OC(C(C(Br)(F)F)(F)F)(F)F)(F)F)F)F (perfluoro(7-bromo-4-oxa-1-heptene)), O=O (O2). The solvent is CF2ClCFCl2. Yields the product FC(C(C(OC(C1(C(O1)(F)F)F)(F)F)(F)F)(F)F)(Br)F (perfluoro(1-bromo-6,7-epoxy-4-oxaheptane)). The yield is 33.0%. Reaction SMILES: [F:1][C:2]([F:19])=[C:3]([F:18])[C:4]([F:17])([F:16])[O:5][C:6]([F:15])([F:14])[C:7]([F:13])([F:12])[C:8]([F:11])([F:10])[Br:9].[O:20]=O>>[F:10][C:8]([F:11])([Br:9])[C:7]([F:12])([F:13])[C:6]([F:14])([F:15])[O:5][C:4]([F:16])([F:17])[C:3]1([F:18])[O:20][C:2]1([F:19])[F:1]. Procedure details: A 100-ml metal tube containing 20.0 g (0.053 mol) of perfluoro(7-bromo-4-oxa-1-heptene) from Part C and 60 ml of CF2ClCFCl2 was heated at 140° while O2 was injected incrementally over a 4 h period until absorption ceased. The mixture was cooled, gases vented, and the liquid product fractionated to give 6.9 g (33%) of perfluoro(1-bromo-6,7-epoxy-4-oxaheptane), bp 94°-95°. IR (CCl4): 6.50 (epoxide), 8-9μ (CF, C-O) with weak band indicating COF impurity near 5.3μ. NMR (CCl4): 19F -65.6 (t of m, JFF...